Task: describe an organic reaction: reactants, conditions, products, and yield. Dataset: the Open Reaction Database (ORD), a public repository of structured organic reaction records Starting materials: OC=1C=2N(C=CC1)C(=C(N2)C)CO (8-hydroxy-3-hydroxymethyl-2-methylimidazo[1,2-a]pyridine), C([O-])([O-])=O.[Na+].[Na+] (sodium carbonate), [I-].[Na+] (sodium iodide), CC1=C(CCl)C(=CC=C1)C (2,6-dimethylbenzylchloride), C([O-])([O-])=O.[Na+].[Na+] (sodium carbonate). The solvent is CC(=O)C (acetone). Run at time 8 hour. The product is CC1=C(COC=2C=3N(C=CC2)C(=C(N3)C)CO)C(=CC=C1)C (8-(2,6-dimethylbenzyloxy)-3-hydroxymethyl-2-methylimidazo[1,2-a]pyridine). Isolated yield 27.7%. Reaction SMILES: [OH:1][C:2]1[C:3]2[N:4]([C:8]([CH2:12][OH:13])=[C:9]([CH3:11])[N:10]=2)[CH:5]=[CH:6][CH:7]=1.C(=O)([O-])[O-].[Na+].[Na+].[I-].[Na+].[CH3:22][C:23]1[CH:30]=[CH:29][CH:28]=[C:27]([CH3:31])[C:24]=1[CH2:25]Cl>CC(C)=O>[CH3:22][C:23]1[CH:30]=[CH:29][CH:28]=[C:27]([CH3:31])[C:24]=1[CH2:25][O:1][C:2]1[C:3]2[N:4]([C:8]([CH2:12][OH:13])=[C:9]([CH3:11])[N:10]=2)[CH:5]=[CH:6][CH:7]=1 |f:1.2.3,4.5|. Procedure: A mixture of 8-hydroxy-3-hydroxymethyl-2-methylimidazo[1,2-a]pyridine (0.89 g, 5.0 mmol), sodium carbonate (1.5 g), sodium iodide (0.4 g), 2,6-dimethylbenzylchloride (0.7 g, 4.5 mmol) and acetone (60 ml) was stirred overnight. More sodium carbonate (1.0 g) was added. The reaction mixture was refluxed for 2 h. The reaction mixture was filtered and the solvent was removed in vacuo. The residue was suspended in CH2Cl2/MeOH (100:5) and filtered. Vacuum evaporation of solvent gave a residue which was... The reactants are ClC1=CC=C(CNC(=O)C=2C(=C3C(=NC2)SC(=C3)CN3CCOCC3)O)C=C1 (N-(4-Chlorobenzyl)-4-hydroxy-2-(4-morpholinylmethyl)thieno[2,3-b]pyridine-5-carboxamide), O (water), C([O-])([O-])=O.[K+].[K+] (potassium carbonate), ICC (iodoethane). The solvent is CN(C)C=O (DMF). Conditions: time 24 hour. Product: ClC1=CC=C(CNC(=O)C=2C(C3=C(N(C2)CC)SC(=C3)CN3CCOCC3)=O)C=C1 (N-(4-Chlorobenzyl)-7-ethyl-2-(4-morpholinylmethyl)-4-oxo-4,7-dihydrothieno[2,3-b]pyridine-5-carboxamide). The yield is 73.0%. Reaction SMILES: [Cl:1][C:2]1[CH:28]=[CH:27][C:5]([CH2:6][NH:7][C:8]([C:10]2[C:11]([OH:26])=[C:12]3[CH:18]=[C:17]([CH2:19][N:20]4[CH2:25][CH2:24][O:23][CH2:22][CH2:21]4)[S:16][C:13]3=[N:14][CH:15]=2)=[O:9])=[CH:4][CH:3]=1.C(=O)([O-])[O-].[K+].[K+].I[CH2:36][CH3:37].O>CN(C=O)C>[Cl:1][C:2]1[CH:28]=[CH:27][C:5]([CH2:6][NH:7][C:8]([C:10]2[C:11](=[O:26])[C:12]3[CH:18]=[C:17]([CH2:19][N:20]4[CH2:21][CH2:22][O:23][CH2:24][CH2:25]4)[S:16][C:13]=3[N:14]([CH2:36][CH3:37])[CH:15]=2)=[O:9])=[CH:4][CH:3]=1 |f:1.2.3|. Procedure details: N-(4-Chlorobenzyl)-4-hydroxy-2-(4-morpholinylmethyl)thieno[2,3-b]pyridine-5-carboxamide (418 mg) from Example No. 41 and potassium carbonate (152 mg) are suspended in DMF (10 mL) and to the mixture is added iodoethane (88 μL). The reaction mixture is allowed to stir at room temperature for 24 h. The resulting suspension is poured into water (25 mL), filtered, and washed with water (5 mL) followed by diethyl ether (5 mL). The resulting crude solid is purified by recrystallization from ethanol to ... Reactants: N1=C(C=CC=C1)C (α-picoline), C(=O)C(C)=CC=C(C)C=O (2,5-diformyl-2,4-hexadiene), [N+](=O)([O-])[O-].[NH4+] (ammonium nitrate), C(C)OC(OCC)OCC (triethoxymethane), C(C)O (ethanol). Product: C(C)OC(C(=CC=C(C(OCC)OCC)C)C)OCC (1,1,6,6-tetraethoxy-2,5-dimethyl-2,4-hexadiene). Reaction SMILES: C([C:3](=[CH:5][CH:6]=[C:7]([CH:9]=[O:10])[CH3:8])[CH3:4])=O.[N+]([O-])([O-])=O.[NH4+].C(O[CH:19]([O:23][CH2:24][CH3:25])[O:20][CH2:21][CH3:22])C.N1C=CC=C[C:27]=1[CH3:32].[CH2:33]([OH:35])[CH3:34]>>[CH2:24]([O:23][CH:19]([O:20][CH2:21][CH3:22])[C:3]([CH3:4])=[CH:5][CH:6]=[C:7]([CH3:8])[CH:9]([O:10][CH2:27][CH3:32])[O:35][CH2:33][CH3:34])[CH3:25] |f:1.2|. Reported procedure: 100 g of 2,5-diformyl-2,4-hexadiene, 1 g of ammonium nitrate, 192 g of triethoxymethane and 200 ml of dry ethanol are stirred at 20° for 48 hours; the mixture is neutralized with α-picoline; the solvent is distilled off; and, after purifying the residue by distillation, 1,1,6,6-tetraethoxy-2,5-dimethyl-2,4-hexadiene is obtained, b.p.=135°-139°/0.2 mm Hg.